From a dataset of the Open Reaction Database (ORD), a public repository of structured organic reaction records. describe an organic reaction: reactants, conditions, products, and yield Starting materials: 3-[4-[4'-[(E)-2-methoxycarbonyl-vinyl]-biphenyl-4-yl]-cyclohexyl]-propyl trans-2-methyl-acrylate, COC(=O)/C=C/C1=CC=C(C=C1)C1=CC=C(C=C1)C1CCC(CC1)CCCOC(=O)C(=C)C (poly), O=CCC[C@@H]1CC[C@H](CC1)C1=CC=C(C=C1)C1=CC=C(C=C1)C#N (trans-4'-[4-(3-oxo-propyl)-cyclohexyl]-biphenyl-4-carbonitrile), [BH4-].[Na+] (sodium borohydride), 3-[4-[4'-[(E)-2-methoxycarbonyl-vinyl]-biphenyl-4-yl]-cyclohexyl]-propyl trans-2-methyl-acrylate, [BH4-].[Na+] (sodium borohydride). Run in CO.CCOCC (methanol ether), CO.CCOCC (methanol ether). Product: OCCC[C@@H]1CC[C@H](CC1)C1=CC=C(C=C1)C1=CC=C(C=C1)C#N (trans-4'-[4-(3-hydroxy-propyl)-cyclohexyl]-biphenyl-4-carbonitrile). Isolated yield 95.2%. RXN SMILES: COC(/C=C/C1C=CC(C2C=CC(C3CCC(CCCOC(C(C)=C)=O)CC3)=CC=2)=CC=1)=O.[O:34]=[CH:35][CH2:36][CH2:37][C@H:38]1[CH2:43][CH2:42][C@H:41]([C:44]2[CH:49]=[CH:48][C:47]([C:50]3[CH:55]=[CH:54][C:53]([C:56]#[N:57])=[CH:52][CH:51]=3)=[CH:46][CH:45]=2)[CH2:40][CH2:39]1.[BH4-].[Na+]>CO.CCOCC>[OH:34][CH2:35][CH2:36][CH2:37][C@H:38]1[CH2:39][CH2:40][C@H:41]([C:44]2[CH:49]=[CH:48][C:47]([C:50]3[CH:51]=[CH:52][C:53]([C:56]#[N:57])=[CH:54][CH:55]=3)=[CH:46][CH:45]=2)[CH2:42][CH2:43]1 |f:2.3,4.5|. Procedure: The polymerization of 3-[4-[4'-[(E)-2-methoxycarbonyl-vinyl]-biphenyl-4-yl]-cyclohexyl]-propyl trans-2-methyl-acrylate to poly [1-[3-[4-[4'-[(E)-2-methoxycarbonyl-vinyl]-biphenyl-4-yl]-cyclohexyl]-propoxycarbonyl]-1-methyl-ethylene] was effected analogously to Example 1. The polymer has the following phase succession (° C.): G 156 C 208 l The 3-[4-[4'-[(E)-2-methoxycarbonyl-vinyl]-biphenyl-4-yl]-cyclohexyl]-propyl trans-2-methyl-acrylate used as the starting material was prepared according to th... Starting materials: C(C)(C)(C)OC(=O)N1CCN(CC1)C1=NC=CN=C1C1=CC=C(C=C1)CO (3′-(4-hydroxymethyl-phenyl)-2,3,5,6-tetrahydro-[1,2′]bipyrazinyl-4-carboxylic acid tert-butyl ester), FC(C(=O)O)(F)F (trifluoroacetic acid). The solvent is C(Cl)Cl (DCM). Reaction conditions: time 6 hour. The product is N1(CCNCC1)C1=NC=CN=C1C1=CC=C(C=C1)CO ([4-(3,4,5,6-tetrahydro-2H-[1,2′]bipyrazinyl-3′-yl)-phenyl]-methanol). Yield: 83.3%. Reaction SMILES: C(OC([N:8]1[CH2:13][CH2:12][N:11]([C:14]2[C:19]([C:20]3[CH:25]=[CH:24][C:23]([CH2:26][OH:27])=[CH:22][CH:21]=3)=[N:18][CH:17]=[CH:16][N:15]=2)[CH2:10][CH2:9]1)=O)(C)(C)C.FC(F)(F)C(O)=O>C(Cl)Cl>[N:11]1([C:14]2[C:19]([C:20]3[CH:21]=[CH:22][C:23]([CH2:26][OH:27])=[CH:24][CH:25]=3)=[N:18][CH:17]=[CH:16][N:15]=2)[CH2:12][CH2:13][NH:8][CH2:9][CH2:10]1. Reported procedure: Dissolve 3′-(4-hydroxymethyl-phenyl)-2,3,5,6-tetrahydro-[1,2′]bipyrazinyl-4-carboxylic acid tert-butyl ester (0.560 g, 1.51 mmol) in DCM (10 mL) and add trifluoroacetic acid (2 mL) and allow the mixture to stir at room temperature for six hr. Evaporate the solution then dilute with DCM and wash with saturated sodium bicarbonate. Dry the organics over sodium sulfate then filter and evaporate. Chromatograph the residue over silica gel (eluting with 8:92 methanol (with 2 M ammonia):DCM), to give [4... Starting materials: CN1CCOCC1 (N-methylmorpholine), O=C(CCCCC(=O)O)C (6-ketoheptanoic acid), ClC(=O)OCC(C)C (isobutyl chloroformate). The solvent is ClCCl (dichloromethane), ClCCl (dichloromethane). Reaction conditions: time 1 hour. Product: CC(CC)OC(=O)OCCCCCC(C)=O (7-[((1-Methylpropoxy)carbonyl)oxy]-2-oxoheptane). RXN SMILES: [O:1]=[C:2]([CH3:10])[CH2:3][CH2:4][CH2:5][CH2:6][C:7]([OH:9])=O.[CH3:11]N1CCOCC1.Cl[C:19]([O:21][CH2:22][CH:23]([CH3:25])C)=[O:20]>ClCCl>[CH3:11][CH:22]([O:21][C:19]([O:9][CH2:7][CH2:6][CH2:5][CH2:4][CH2:3][C:2](=[O:1])[CH3:10])=[O:20])[CH2:23][CH3:25]. Reported procedure: 11.2 g (0.07 mole) of 6-ketoheptanoic acid was dissolved in 100 ml of dichloromethane and 10 g of N-methylmorpholine was added. The reaction mixture was cooled in an ice bath, stirred and kept under a nitrogen atmosphere. 11.6 g (0.085 mole) of isobutyl chloroformate dissolved in 25 ml of dichloromethane was slowly added over a period of 15 minutes. The reaction mixture was allowed to proceed for one hour. The reaction mixture was evaporated to an oily solid and used in subsequent reactions. Starting materials: solution, [F-].C(CCC)[N+](CCCC)(CCCC)CCCC (tetrabutylammonium fluoride), C(C)(=O)OC\1C(CCC(CC(=O)OC(C(/C=C1)C)\C(=C\C=C\C(CC1C(C(C(CC)OC(C)OCC)C)O1)C)\C)O[Si](C)(C)C(C)(C)C)(C)OC(C)OCC ((8E,12E,14E)-7-acetoxy-3-t-butyldimethylsiloxy-6,21-bis(1-ethoxyethoxy)-6,10,12,16,20-pentamethyl-18,19-epoxytricosa-8,12,14-trien-11-olide), solution, [F-].C(CCC)[N+](CCCC)(CCCC)CCCC (tetrabutylammonium fluoride). Run in O1CCCC1 (tetrahydrofuran), O1CCCC1 (tetrahydrofuran), O1CCCC1 (tetrahydrofuran), C(C)(=O)OCC (ethyl acetate). Conditions: time 2 hour. Yields the product C(C)(=O)OC\1C(CCC(CC(=O)OC(C(/C=C1)C)\C(=C\C=C\C(CC1C(C(C(CC)OC(C)OCC)C)O1)C)\C)O)(C)OC(C)OCC ((8E,12E,14E)-7-Acetoxy-6,21-bis(1-ethoxyethoxy)-3-hydroxy-6,10,12,16,20-pentamethyl-18,19-epoxytricosa-8,12,14-trien-11-olide). The yield is 685.4%. Reaction SMILES: [F-].C([N+](CCCC)(CCCC)CCCC)CCC.[C:19]([O:22][CH:23]1[C:24]([O:68][CH:69]([O:71][CH2:72][CH3:73])[CH3:70])([CH3:67])[CH2:25][CH2:26][CH:27]([O:59][Si](C(C)(C)C)(C)C)[CH2:28][C:29]([O:31][CH:32](/[C:37](/[CH3:58])=[CH:38]/[CH:39]=[CH:40]/[CH:41]([CH3:57])[CH2:42][CH:43]2[O:56][CH:44]2[CH:45]([CH3:55])[CH:46]([O:49][CH:50]([O:52][CH2:53][CH3:54])[CH3:51])[CH2:47][CH3:48])[CH:33]([CH3:36])[CH:34]=[CH:35]1)=[O:30])(=[O:21])[CH3:20]>O1CCCC1.C(OCC)(=O)C>[C:19]([O:22][CH:23]1[C:24]([O:68][CH:69]([O:71][CH2:72][CH3:73])[CH3:70])([CH3:67])[CH2:25][CH2:26][CH:27]([OH:59])[CH2:28][C:29]([O:31][CH:32](/[C:37](/[CH3:58])=[CH:38]/[CH:39]=[CH:40]/[CH:41]([CH3:57])[CH2:42][CH:43]2[O:56][CH:44]2[CH:45]([CH3:55])[CH:46]([O:49][CH:50]([O:52][CH2:53][CH3:54])[CH3:51])[CH2:47][CH3:48])[CH:33]([CH3:36])[CH:34]=[CH:35]1)=[O:30])(=[O:21])[CH3:20] |f:0.1|. Procedure: A 1.0M solution of tetrabutylammonium fluoride (0.026 mmol) in tetrahydrofuran (0.026 mL, 0.026 mmol) was added to a solution of (8E,12E,14E)-7-acetoxy-3-t-butyldimethylsiloxy-6,21-bis(1-ethoxyethoxy)-6,10,12,16,20-pentamethyl-18,19-epoxytricosa-8,12,14-trien-11-olide (19 mg, 0.024 mmol) in tetrahydrofuran (0.5 mL) at room temperature. The mixture was stirred at room temperature for 2 hours. Further, 0.026 mL of a 1.0M solution of tetrabutylammonium fluoride in tetrahydrofuran (0.026 mL, 0.026 m...